From a dataset of the Open Reaction Database (ORD), a public repository of structured organic reaction records. describe an organic reaction: reactants, conditions, products, and yield Starting materials: BrC1=CC(=C(C=C1)C=1N=CSC1)CC (4-(4-bromo-2-ethylphenyl)-1,3-thiazole), C(CCC)[Sn](C(=C)OCC)(CCCC)CCCC (tributyl(1-ethoxyvinyl)tin), [Cl-].[Li+] (lithium chloride). The reagents and catalysts are C=1C=CC(=CC1)[P](C=2C=CC=CC2)(C=3C=CC=CC3)[Pd]([P](C=4C=CC=CC4)(C=5C=CC=CC5)C=6C=CC=CC6)([P](C=7C=CC=CC7)(C=8C=CC=CC8)C=9C=CC=CC9)[P](C=1C=CC=CC1)(C=1C=CC=CC1)C=1C=CC=CC1 (tetrakis(triphenylphosphine)palladium). Solvent: O1CCOCC1 (dioxane), C(C)(=O)OCC (ethyl acetate). The product is C(C)C=1C=C(C=CC1C=1N=CSC1)C(C)=O (1-[3-Ethyl-4-(1,3-thiazol-4-yl)phenyl]-1-ethanone). Yield: 74.5%. Reaction SMILES: Br[C:2]1[CH:7]=[CH:6][C:5]([C:8]2[N:9]=[CH:10][S:11][CH:12]=2)=[C:4]([CH2:13][CH3:14])[CH:3]=1.C([Sn](CCCC)(CCCC)[C:20]([O:22]CC)=[CH2:21])CCC.[Cl-].[Li+]>O1CCOCC1.C(OCC)(=O)C.C1C=CC([P]([Pd]([P](C2C=CC=CC=2)(C2C=CC=CC=2)C2C=CC=CC=2)([P](C2C=CC=CC=2)(C2C=CC=CC=2)C2C=CC=CC=2)[P](C2C=CC=CC=2)(C2C=CC=CC=2)C2C=CC=CC=2)(C2C=CC=CC=2)C2C=CC=CC=2)=CC=1>[CH2:13]([C:4]1[CH:3]=[C:2]([C:20](=[O:22])[CH3:21])[CH:7]=[CH:6][C:5]=1[C:8]1[N:9]=[CH:10][S:11][CH:12]=1)[CH3:14] |f:2.3,^1:50,52,71,90|. Procedure: To a stirred solution of 4-(4-bromo-2-ethylphenyl)-1,3-thiazole (2.35 g, 8.76 mmol) in dioxane (45 ml) was added tributyl(1-ethoxyvinyl)tin (3.48 g, 9.64 mmol), tetrakis(triphenylphosphine)palladium (1010 mg, 0.876 mmol), lithium chloride (928 mg, 21.9 mmol), and the mixture was heated at reflux temperature for 16 hours. The reaction mixture was cooled down to room temperature, and diluted with ethyl acetate. The whole was washed with saturated potassium fluoride aqueous solution, and the precip... The reactants are O=C(O)C1CCCN1C(=O)CCCSCc1ccccc1, [H][H], N, [NH4+], O. The product is O=C(O)C1CCCN1C(=O)CCCS. As a reaction SMILES: [CH2:1]([c:2]1[cH:3][cH:4][cH:5][cH:6][cH:7]1)[S:8][CH2:9][CH2:10][CH2:11][C:12](=[O:13])[N:14]1[CH:15]([C:16](=[O:17])[OH:18])[CH2:19][CH2:20][CH2:21]1.[H:23][H:24].[NH3:26].[NH4+:22].[OH2:25]>>[SH:8][CH2:9][CH2:10][CH2:11][C:12](=[O:13])[N:14]1[CH:15]([C:16](=[O:17])[OH:18])[CH2:19][CH2:20][CH2:21]1. Starting materials: Cl.CC=1N2C(SC1)=NC(=C2)CCl (3-methyl-6-chloromethyl-imidazo-(2,1-b)thiazole hydrochloride), C1=CC=C(C=C1)[O-].[Na+] (sodium phenate). Solvent: C1CCOC1 (THF). Product: CC=1N2C(SC1)=NC(=C2)COC2=CC=CC=C2 (3-methyl-6-phenoxymethyl-imidazo-(2,1-b)thiazole). Isolated yield 107.4%. RXN SMILES: Cl.[CH3:2][C:3]1[N:4]2[CH:10]=[C:9]([CH2:11]Cl)[N:8]=[C:5]2[S:6][CH:7]=1.[CH:13]1[CH:18]=[CH:17][C:16]([O-:19])=[CH:15][CH:14]=1.[Na+]>C1COCC1>[CH3:2][C:3]1[N:4]2[CH:10]=[C:9]([CH2:11][O:19][C:16]3[CH:17]=[CH:18][CH:13]=[CH:14][CH:15]=3)[N:8]=[C:5]2[S:6][CH:7]=1 |f:0.1,2.3|. Procedure details: 3.4 g of 3-methyl-6-chloromethyl-imidazo-(2,1-b)thiazole hydrochloride, prepared as described in Example 27, is introduced with stirring into a cooled solution of 3.5 g of sodium phenate in 100 ml of THF. After about 1 hour the sodium chloride which precipitates is filtered off, the solvent is evaporated and acidic water is added to the residue. The aqueous solution is extracted, at pH 3-6, with chloroform. The pH is then raised to 7-7.5 and the aqueous solution is again extracted with chlorofor... Reactants: NC=1C=CC2=C(B(OC2)O)C1 (6-amino-3H-benzo[c][1,2]oxaborol-1-ol), N1N=CC2=CC(=CC=C12)S(=O)(=O)Cl (1H-indazole-5-sulfonyl chloride), O (water). The solvent is N1=CC=CC=C1 (pyridine). Run at time 0.5 hour. Yields the product OB1OCC2=C1C=C(C=C2)NS(=O)(=O)C=2C=C1C=NNC1=CC2 (1H-Indazole-5-sulfonic acid (1-hydroxy-1,3-dihydro-benzo[c][1,2]oxaborol-6-yl)-amide). RXN SMILES: [NH2:1][C:2]1[CH:3]=[CH:4][C:5]2[CH2:9][O:8][B:7]([OH:10])[C:6]=2[CH:11]=1.[NH:12]1[C:20]2[C:15](=[CH:16][C:17]([S:21](Cl)(=[O:23])=[O:22])=[CH:18][CH:19]=2)[CH:14]=[N:13]1.O>N1C=CC=CC=1>[OH:10][B:7]1[C:6]2[CH:11]=[C:2]([NH:1][S:21]([C:17]3[CH:16]=[C:15]4[C:20](=[CH:19][CH:18]=3)[NH:12][N:13]=[CH:14]4)(=[O:23])=[O:22])[CH:3]=[CH:4][C:5]=2[CH2:9][O:8]1. Reported procedure: To a solution of 6-amino-3H-benzo[c][1,2]oxaborol-1-ol (0.385 g, 2.07 mmol) in anhydrous pyridine (30 mL) at 5° C. was added 1H-indazole-5-sulfonyl chloride (0.45 g, 2.07 mmol) and the resulting orange solution stirred at room temperature for 0.5 h. The reaction was warmed to 50° C. for 2 h and then the pyridine was removed under reduced pressure to afford a sticky residue. This was treated with water (40 mL) and sonicated for 5 h at 70° C. The fine precipitate that formed was collected by filtr... Starting materials: CC#N, CC(C)C1CCNCC1, COC(=O)CCC(C(N)=O)N1Cc2c(OCc3ccc(CBr)cc3)cccc2C1=O. Product: COC(=O)CCC(C(N)=O)N1Cc2c(OCc3ccc(CN4CCC(C(C)C)CC4)cc3)cccc2C1=O. RXN SMILES: [CH3:40][C:41]#[N:42].[CH:31]([CH3:32])([CH3:33])[CH:34]1[CH2:35][CH2:36][NH:37][CH2:38][CH2:39]1.[NH2:1][C:2]([CH:3]([CH2:4][CH2:5][C:6](=[O:7])[O:8][CH3:9])[N:10]1[C:11](=[O:29])[c:12]2[cH:13][cH:14][cH:15][c:16]([O:19][CH2:20][c:21]3[cH:22][cH:23][c:24]([CH2:27][Br:28])[cH:25][cH:26]3)[c:17]2[CH2:18]1)=[O:30]>>[NH2:1][C:2]([CH:3]([CH2:4][CH2:5][C:6](=[O:7])[O:8][CH3:9])[N:10]1[C:11](=[O:29])[c:12]2[cH:13][cH:14][cH:15][c:16]([O:19][CH2:20][c:21]3[cH:22][cH:23][c:24]([CH2:27][N:37]4[CH2:36][CH2:35][CH:34]([CH:31]([CH3:32])[CH3:33])[CH2:39][CH2:38]4)[cH:25][cH:26]3)[c:17]2[CH2:18]1)=[O:30]. Reactants: COC=1C(=NN(C1C1=CC=CC=C1)C)C1=CC=CC=C1 (4-Methoxy-1-methyl-3,5-diphenylpyrazole), S(=O)(=O)(OC)OC (dimethyl sulfate), C1(=CC=CC=C1)C (toluene), CC(=O)C (acetone). Reaction conditions: temperature 130 celsius. The product is COS(=O)(=O)[O-].COC1=C(N([N+](=C1C1=CC=CC=C1)C)C)C1=CC=CC=C1 (4-Methoxy-1,2-dimethyl-3,5-diphenylpyrazolium methyl sulfate). Reaction SMILES: [CH3:1][O:2][C:3]1[C:4]([C:15]2[CH:20]=[CH:19][CH:18]=[CH:17][CH:16]=2)=[N:5][N:6]([CH3:14])[C:7]=1[C:8]1[CH:13]=[CH:12][CH:11]=[CH:10][CH:9]=1.[C:21]1(C)C=CC=CC=1.CC(C)=O.[S:32]([O:37]C)([O:35][CH3:36])(=[O:34])=[O:33]>>[CH3:36][O:35][S:32]([O-:37])(=[O:34])=[O:33].[CH3:1][O:2][C:3]1[C:4]([C:15]2[CH:20]=[CH:19][CH:18]=[CH:17][CH:16]=2)=[N+:5]([CH3:21])[N:6]([CH3:14])[C:7]=1[C:8]1[CH:13]=[CH:12][CH:11]=[CH:10][CH:9]=1 |f:4.5|. Procedure details: 4-Methoxy-1-methyl-3,5-diphenylpyrazole (20 g, 0.076 mole) is suspended in dimethyl sulfate (23 g) at 20° C and the mixture is stirred and the reaction temperature raised to 130° C. At 70° C the mixture becomes a homogeneous solution and at 130° C some darkening occurs. After maintaining the reaction at 130° C for 1 hour, it is cooled and the mixture poured into toluene (250 ml). The toluene layer is decanted off and further toluene is added, decanted off, and this sequence repeated a third time...